From a dataset of the Open Reaction Database (ORD), a public repository of structured organic reaction records. describe an organic reaction: reactants, conditions, products, and yield Starting materials: CCO, CSc1cccc(-c2ccccc2[N+](=O)[O-])c1. The product is CSc1cccc(-c2ccccc2N)c1. RXN SMILES: [CH3:18][CH2:19][OH:20].[CH3:1][S:2][c:3]1[cH:4][c:5](-[c:9]2[c:10]([N+:15]([O-:16])=[O:17])[cH:11][cH:12][cH:13][cH:14]2)[cH:6][cH:7][cH:8]1>>[CH3:1][S:2][c:3]1[cH:4][c:5](-[c:9]2[c:10]([NH2:15])[cH:11][cH:12][cH:13][cH:14]2)[cH:6][cH:7][cH:8]1. The reactants are FC=1C=C(N)C=CC1F (3,4-difluoroaniline), Cl.NO (hydroxylamine hydrochloride), Cl (hydrochloric acid), ClC(C(O)O)(Cl)Cl (chloral hydrate), S(=O)(=O)([O-])[O-].[Na+].[Na+] (sodium sulfate). Yields the product FC=1C=C(C=CC1F)NC(C=NO)=O (N-(3,4-difluorophenyl)-2-(hydroxyimino)-acetamide). Procedure: In accordance with the above reaction scheme, an aqueous solution of 3,4-difluoroaniline (I) and hydroxylamine hydrochloride containing hydrochloric acid is reacted with an aqueous solution of chloral hydrate and sodium sulfate at the reflux, then filtered while hot, giving N-(3,4-difluorophenyl)-2-(hydroxyimino)-acetamide (II). The compound (II) is reacted with concentrated sulfuric acid with heat, then added to cracked ice, giving 5,6-difluoro-1H-indole-2,3-dione (III). A basic aqueous solutio... As a reaction SMILES: [F:1][C:2]1[CH:3]=[C:4]([CH:6]=[CH:7][C:8]=1[F:9])[NH2:5].Cl.[NH2:11][OH:12].Cl.Cl[C:15](Cl)(Cl)[CH:16]([OH:18])O.S([O-])([O-])(=O)=O.[Na+].[Na+]>>[F:1][C:2]1[CH:3]=[C:4]([NH:5][C:16](=[O:18])[CH:15]=[N:11][OH:12])[CH:6]=[CH:7][C:8]=1[F:9] |f:1.2,5.6.7|. The reactants are OS(=O)(=O)O (H2SO4), [OH-].[Na+] (NaOH), BrC1=NC(=CC(=C1C#N)N)N (2-bromo-3-cyano-4,6-diamino-pyridine), [N+](=O)([O-])OS(O)(=O)=O (nitrosulphuric acid). Reaction conditions: time 2 hour. Yields the product BrC1=NC(=C(C(=C1C#N)N)[N+](=O)[O-])N (2-bromo-3-cyano-4,6-diamino-5-nitro-pyridine). RXN SMILES: OS(O)(=O)=O.[Br:6][C:7]1[C:12]([C:13]#[N:14])=[C:11]([NH2:15])[CH:10]=[C:9]([NH2:16])[N:8]=1.[N+:17](OS(=O)(=O)O)([O-:19])=[O:18].[OH-].[Na+]>>[Br:6][C:7]1[C:12]([C:13]#[N:14])=[C:11]([NH2:15])[C:10]([N+:17]([O-:19])=[O:18])=[C:9]([NH2:16])[N:8]=1 |f:3.4|. Reported procedure: 460 Parts of concentrated H2SO4 are charged into a reaction vessel and 106.5 parts of 2-bromo-3-cyano-4,6-diamino-pyridine are added by small amounts whilst the temperature is kept at 15°-20° C by cooling with ice. After the starting material has dissolved completely, the solution is cooled to 10° to 15° C and at this temperature 69.1 g of nitrosulphuric acid (50%) are added dropwise in the course of 45 minutes. When the addition is complete, the reaction solution is stirred for 11/2 hours at ro...